This data is from the Open Reaction Database (ORD), a public repository of structured organic reaction records. The task is: describe an organic reaction: reactants, conditions, products, and yield Reactants: ClCC(=O)N(C1=C(C=CC=C1)OC1=CC=CC=C1)CC1=C(C=CC=C1)OC (N-chloroacetyl-N-(2-methoxybenzyl)-2-phenoxyaniline), C(C)(=O)[O-].[Na+] (sodium acetate), C(C)(=O)OCC (ethyl acetate). The reagents and catalysts are [Br-].C(CCC)[N+](CCCC)(CCCC)CCCC (tetra-n-butyl ammonium bromide). The solvent is C1=CC=CC=C1 (benzene). The product is C(C)(=O)OCC(=O)N(C1=C(C=CC=C1)OC1=CC=CC=C1)CC1=C(C=CC=C1)OC (N-acetoxyacetyl-N-(2-methoxybenzyl)-2-phenoxyaniline). Isolated yield 96.0%. As a reaction SMILES: Cl[CH2:2][C:3]([N:5]([CH2:19][C:20]1[CH:25]=[CH:24][CH:23]=[CH:22][C:21]=1[O:26][CH3:27])[C:6]1[CH:11]=[CH:10][CH:9]=[CH:8][C:7]=1[O:12][C:13]1[CH:18]=[CH:17][CH:16]=[CH:15][CH:14]=1)=[O:4].[C:28]([O-:31])(=[O:30])[CH3:29].[Na+].C(OCC)(=O)C>C1C=CC=CC=1.[Br-].C([N+](CCCC)(CCCC)CCCC)CCC>[C:28]([O:31][CH2:2][C:3]([N:5]([CH2:19][C:20]1[CH:25]=[CH:24][CH:23]=[CH:22][C:21]=1[O:26][CH3:27])[C:6]1[CH:11]=[CH:10][CH:9]=[CH:8][C:7]=1[O:12][C:13]1[CH:18]=[CH:17][CH:16]=[CH:15][CH:14]=1)=[O:4])(=[O:30])[CH3:29] |f:1.2,5.6|. Procedure: In 10 ml of benzene were stirred 1.01 g of N-chloroacetyl-N-(2-methoxybenzyl)-2-phenoxyaniline, 1.30 g of sodium acetate and 170 mg of tetra-n-butyl ammonium bromide at 80° C. for 5 hours. The reaction mixture was poured into ethyl acetate, washed with water and a saturated aqueous sodium chloride solution, successively, and dried over anhydrous sodium sulfate. After removal of the drying agent by filtration, the solvent was concentrated under reduced pressure, and the residue was purified by si... Reactants: BrC=1C=NC=NC1 (5-bromopyrimidine), CC1=C(C=C(C=C1)B(O)O)[N+](=O)[O-] (4-methyl-3-nitrophenylboronic acid), C([O-])([O-])=O.[Na+].[Na+] (sodium carbonate). The reagents and catalysts are [Pd].C1(=CC=CC=C1)P(C1=CC=CC=C1)C1=CC=CC=C1.C1(=CC=CC=C1)P(C1=CC=CC=C1)C1=CC=CC=C1.C1(=CC=CC=C1)P(C1=CC=CC=C1)C1=CC=CC=C1.C1(=CC=CC=C1)P(C1=CC=CC=C1)C1=CC=CC=C1 (tetrakis(triphenylphosphine)-palladium). Solvent: ClCCl (dichloromethane), COCCOC (1,2-dimethoxyethane). Run at temperature 80 celsius, time 24 hour. Product: CC1=C(C=C(C=C1)C=1C=NC=NC1)[N+](=O)[O-] (5-(4-methyl-3-nitrophenyl)-pyrimidine). Yield: 42.7%. Reaction SMILES: Br[C:2]1[CH:3]=[N:4][CH:5]=[N:6][CH:7]=1.[CH3:8][C:9]1[CH:14]=[CH:13][C:12](B(O)O)=[CH:11][C:10]=1[N+:18]([O-:20])=[O:19].C(=O)([O-])[O-].[Na+].[Na+]>COCCOC.ClCCl.[Pd].C1(P(C2C=CC=CC=2)C2C=CC=CC=2)C=CC=CC=1.C1(P(C2C=CC=CC=2)C2C=CC=CC=2)C=CC=CC=1.C1(P(C2C=CC=CC=2)C2C=CC=CC=2)C=CC=CC=1.C1(P(C2C=CC=CC=2)C2C=CC=CC=2)C=CC=CC=1>[CH3:8][C:9]1[CH:14]=[CH:13][C:12]([C:2]2[CH:3]=[N:4][CH:5]=[N:6][CH:7]=2)=[CH:11][C:10]=1[N+:18]([O-:20])=[O:19] |f:2.3.4,7.8.9.10.11|. Procedure: To a suspension of 5-bromopyrimidine (1.59 g), 4-methyl-3-nitrophenylboronic acid (2.35 g) and tetrakis(triphenylphosphine)-palladium (578 mg) in 1,2-dimethoxyethane (20 ml) was added an aqueous solution of sodium carbonate (2M, 13 ml) followed by stirring at 80° C. for 24 hours. The mixture was diluted with dichloromethane and washed with water and brine. The organic layer was dried over magnesium sulfate and evaporated under reduced pressure. The residue was triturated with methanol. The resul... The reactants are C(C)C(CC)C1=CC(=NC=2N1N=C(C2C2=C(N=C(S2)Cl)Cl)C)C (7-(1-ethyl-propyl)-3-(2,4-dichloro-thiazol-5-yl)-2,5-dimethyl-pyrazolo[1,5-a]pyrimidine), C(=O)([O-])[O-].[K+].[K+] (K2CO3), N1CCOCC1 (morpholine). The solvent is O (H2O). Conditions: temperature 100 celsius, time 4 hour. The product is C(C)C(CC)C1=CC(=NC=2N1N=C(C2C2=C(N=C(S2)N2CCOCC2)Cl)C)C (7-(1-ethyl-propyl)-3-(4-chloro-2-morpholin-4-yl-thiazol-5-yl)-2,5-dimethyl-pyrazolo[1,5-a]pyrimidine). The yield is 90.6%. As a reaction SMILES: [CH2:1]([CH:3]([C:6]1[N:11]2[N:12]=[C:13]([CH3:22])[C:14]([C:15]3[S:19][C:18](Cl)=[N:17][C:16]=3[Cl:21])=[C:10]2[N:9]=[C:8]([CH3:23])[CH:7]=1)[CH2:4][CH3:5])[CH3:2].C([O-])([O-])=O.[K+].[K+].[NH:30]1[CH2:35][CH2:34][O:33][CH2:32][CH2:31]1>O>[CH2:1]([CH:3]([C:6]1[N:11]2[N:12]=[C:13]([CH3:22])[C:14]([C:15]3[S:19][C:18]([N:30]4[CH2:35][CH2:34][O:33][CH2:32][CH2:31]4)=[N:17][C:16]=3[Cl:21])=[C:10]2[N:9]=[C:8]([CH3:23])[CH:7]=1)[CH2:4][CH3:5])[CH3:2] |f:1.2.3|. Procedure details: Charge 7-(1-ethyl-propyl)-3-(2,4-dichloro-thiazol-5-yl)-2,5-dimethyl-pyrazolo[1,5-a]pyrimidine (0.37 g, 1.00 mmoles), K2CO3 (0.28 g, 2.00 mmoles) and anhydrous morpholine (3 mL) to a round bottom flask equipped with a magnetic stir bar and N2 inlet. Stir the yellow mixture at 100° C. for about 4 hr., during which time the reaction becomes homogeneous. Cool the reaction mixture to room temperature, add H2O (10 mL) and stir the heterogeneous reaction mixture overnight at room temperature. Collecte... Reactants: C(CC)C1=C(C=NO1)C(=O)Cl (5-propyl-4-isoxazolecarboxylic acid chloride), N1CCCCC1 (piperidine). Product: C(CC)C1=C(C=NO1)C(=O)N1CCCCC1 (N-(5-Propyl-4-isoxazolylcarbonyl)-piperidine). As a reaction SMILES: [CH2:1]([C:4]1[O:8][N:7]=[CH:6][C:5]=1[C:9](Cl)=[O:10])[CH2:2][CH3:3].[NH:12]1[CH2:17][CH2:16][CH2:15][CH2:14][CH2:13]1>>[CH2:1]([C:4]1[O:8][N:7]=[CH:6][C:5]=1[C:9]([N:12]1[CH2:17][CH2:16][CH2:15][CH2:14][CH2:13]1)=[O:10])[CH2:2][CH3:3]. Procedure: of boiling point (4 mbar) 84° to 92° C., prepared from 5-propyl-4-isoxazolecarboxylic acid chloride and piperidine. Starting materials: C(C)(=O)C=1C=C(C(=O)OC)C=CC1C (methyl 3-acetyl-4-methylbenzoate), C(C)(=O)C=1C=C(C(=O)OC)C=CC1C (methyl 3-acetyl-4-methylbenzoate), BrBr (Bromine). The solvent is C(Cl)(Cl)Cl (chloroform). Run at time 2 hour. Yields the product BrCC(=O)C=1C=C(C(=O)OC)C=CC1C (Methyl 3-(2-bromoacetyl)-4-methylbenzoate). Reaction SMILES: [C:1]([C:4]1[CH:5]=[C:6]([CH:11]=[CH:12][C:13]=1[CH3:14])[C:7]([O:9][CH3:10])=[O:8])(=[O:3])[CH3:2].[Br:15]Br>C(Cl)(Cl)Cl>[Br:15][CH2:2][C:1]([C:4]1[CH:5]=[C:6]([CH:11]=[CH:12][C:13]=1[CH3:14])[C:7]([O:9][CH3:10])=[O:8])=[O:3]. Reported procedure: Into a 50-mL round-bottom flask, which was purged and maintained with an inert atmosphere of nitrogen, was placed a solution of methyl 3-acetyl-4-methylbenzoate (compound 27.1, 200 mg, 1.04 mmol) in chloroform (4 mL). Bromine (53 μL, 1.04 mmol) was added drop-wise and the solution was stirred for 2 h at room temperature, then concentrated under reduced pressure. Obtained 300 mg (crude) of the title compound as a brown solid. Reaction conditions: temperature 80 celsius, time 15 minute. Procedure details: A solution of 4,6-dichloro-2-methylnicotinaldehyde (5.25 g, 23.48 mmol) in DMA (50 mL) was treated with hydrazine (7.37 mL, 235 mmol) at 0° C. The reaction was stirred for 15 min and then warmed to 80° C. for 2 h. The reaction was cooled and diluted with EtOAc and washed with water. The organic phase was dried over MgSO4, filtered, and concentrated in vacuo. The residue was purified by flash chromatography (0-100% EtOAc/hexanes) to give 6-chloro-4-methyl-1H-pyrazolo[4,3-c]pyridine. MS ESI calc'd... The reactants are ClC1=CC(=NC(=C1C=O)C)Cl (4,6-dichloro-2-methylnicotinaldehyde), NN (hydrazine). Yields the product ClC1=CC2=C(C(=N1)C)C=NN2 (6-chloro-4-methyl-1H-pyrazolo[4,3-c]pyridine). Solvent: CCOC(=O)C (EtOAc), CC(=O)N(C)C (DMA). RXN SMILES: Cl[C:2]1[C:7]([CH:8]=O)=[C:6]([CH3:10])[N:5]=[C:4]([Cl:11])[CH:3]=1.[NH2:12][NH2:13]>CC(N(C)C)=O.CCOC(C)=O>[Cl:11][C:4]1[N:5]=[C:6]([CH3:10])[C:7]2[CH:8]=[N:12][NH:13][C:2]=2[CH:3]=1.